This data is from the Open Reaction Database (ORD), a public repository of structured organic reaction records. The task is: describe an organic reaction: reactants, conditions, products, and yield Reactants: 1,1, FC(C1=CC=C(C=C1)C1=C(SC=C1)CC(=O)O)(F)F (4-(trifluoromethyl)phenylthiolacetic acid), FC(C(=O)[O-])(F)F.N[C@H]1[C@H]2SCC(=C(N2C1=O)C(=O)O)/C=C\1/C(N(CC1)CC1=CC=[N+](C=C1)CC(NC1=CC(=C(C=C1)O)F)=O)=O ((E)-(6R,7R)-7-amino-3-[1-[1-[(3-fluoro-4-hydroxy-phenylcarbamoyl)-methyl]-pyridin-1-ium-4-ylmethyl]-2-oxo-pyrrolidin-3-ylidenemethyl]-8-oxo-5-thia-1-aza-bicyclo[4.2.0]oct-2-ene-2-carboxylate trifluoroacetate), C(=O)(N1C=NC=C1)N1C=NC=C1 (carbonyldiimidazole), 2-[. Solvent: CN(C(C)=O)C (N,N-dimethylacetamide). Yields the product FC=1C=C(C=CC1O)NC(=O)C[N+]1=CC=C(C=C1)CN1C(\C(\CC1)=C\C1=C(N2C([C@H]([C@H]2SC1)NC(CSC1=CC=C(C=C1)C(F)(F)F)=O)=O)C(=O)[O-])=O ((E)-(6R,7R)-3-[1-[1-[(3-Fluoro-4-hydroxy-phenylcarbamoyl)-methyl]-pyridin-1-ium-4-ylmethyl]-2-oxo-pyrrolidin-3-ylidenemethyl]-8-oxo-7-[2-(4-trifluoromethyl-phenylsulfanyl)-acetylamino)-5-thia-1-aza-bicyclo[4.2.0]oct-2-ene-2-carboxylate). As a reaction SMILES: C(N1C=CN=C1)(N1C=CN=C1)=[O:2].FC(F)(F)C1C=C[C:18]([C:21]2[CH:25]=[CH:24][S:23][C:22]=2[CH2:26][C:27](O)=O)=CC=1.[F:32][C:33]([F:38])([F:37])[C:34]([O-])=O.[NH2:39][C@@H:40]1[C:47](=[O:48])[N:46]2[C@@H:41]1[S:42][CH2:43][C:44](/[CH:52]=[C:53]1/[C:54](=[O:77])[N:55]([CH2:58][C:59]3[CH:64]=[CH:63][N+:62]([CH2:65][C:66](=[O:76])[NH:67][C:68]4[CH:73]=[CH:72][C:71]([OH:74])=[C:70]([F:75])[CH:69]=4)=[CH:61][CH:60]=3)[CH2:56][CH2:57]/1)=[C:45]2[C:49]([OH:51])=[O:50]>CN(C)C(=O)C>[F:75][C:70]1[CH:69]=[C:68]([NH:67][C:66]([CH2:65][N+:62]2[CH:61]=[CH:60][C:59]([CH2:58][N:55]3[CH2:56][CH2:57]/[C:53](=[CH:52]\[C:44]4[CH2:43][S:42][C@H:41]5[N:46]([C:47](=[O:48])[C@H:40]5[NH:39][C:25](=[O:2])[CH2:24][S:23][C:22]5[CH:26]=[CH:27][C:34]([C:33]([F:38])([F:37])[F:32])=[CH:18][CH:21]=5)[C:45]=4[C:49]([O-:51])=[O:50])/[C:54]3=[O:77])=[CH:64][CH:63]=2)=[O:76])[CH:73]=[CH:72][C:71]=1[OH:74] |f:2.3|. Procedure: With 66.8 mg (0.41 mmol) 1,1, -carbonyldiimidazole, 97.3 mg (0.41 mmol) 2-[4-(trifluoromethyl)phenylthiolacetic acid and 250.0 mg (0.37 mmol) (E)-(6R,7R)-7-amino-3-[1-[1-[(3-fluoro-4-hydroxy-phenylcarbamoyl)-methyl]-pyridin-1-ium-4-ylmethyl]-2-oxo-pyrrolidin-3-ylidenemethyl]-8-oxo-5-thia-1-aza-bicyclo[4.2.0]oct-2-ene-2-carboxylate trifluoroacetate in 4 ml N,N-dimethylacetamide. The resulting solid was purified by column chromatography on MCI gel (75-150μ, Mitsubishi Kasei Corporation) with a gra... Reactants: starting materials, Cl (HCl), C1(=CC=CC=C1)C(CC=1SC=CN1)=O (1-phenyl-2-(thiazol-2-yl)ethanone), C1(=CC=CC=C1)C(CC=1SC=CN1)=O (1-phenyl-2-(thiazol-2-yl)ethanone), C(C)OC=1C=C(C=O)C=C(C1O)[N+](=O)[O-] (3-ethoxy-4-hydroxy-5-nitrobenzaldehyde), NC(=O)N (urea). Run in CO (MeOH), CCOC(=O)C (EtOAc), CCO (EtOH). Yields the product C(C)OC=1C=C(C=C(C1O)[N+](=O)[O-])C1NC(NC(=C1C=1SC=CN1)C1=CC=CC=C1)=O (4-(3-ethoxy-4-hydroxy-5-nitrophenyl)-6-phenyl-5-(thiazol-2-yl)-3,4-dihydropyrimidin-2(1H)-one). Yield: 3.4%. RXN SMILES: [C:1]1([C:7](=O)[CH2:8][C:9]2[S:10][CH:11]=[CH:12][N:13]=2)[CH:6]=[CH:5][CH:4]=[CH:3][CH:2]=1.[CH2:15]([O:17][C:18]1[CH:19]=[C:20]([CH:23]=[C:24]([N+:27]([O-:29])=[O:28])[C:25]=1[OH:26])[CH:21]=O)[CH3:16].[NH2:30][C:31]([NH2:33])=[O:32].Cl>CCO.CO.CCOC(C)=O>[CH2:15]([O:17][C:18]1[CH:19]=[C:20]([CH:21]2[C:8]([C:9]3[S:10][CH:11]=[CH:12][N:13]=3)=[C:7]([C:1]3[CH:6]=[CH:5][CH:4]=[CH:3][CH:2]=3)[NH:33][C:31](=[O:32])[NH:30]2)[CH:23]=[C:24]([N+:27]([O-:29])=[O:28])[C:25]=1[OH:26])[CH3:16]. Reported procedure: To a mixture of 1-phenyl-2-(thiazol-2-yl)ethanone (Intermediate 3) (170 mg, 0.84 mmol), 3-ethoxy-4-hydroxy-5-nitrobenzaldehyde (212 mg, 1.00 mmol), and urea (151 mg, 2.52 mmol) in anhydrous EtOH (20 mL) was added concentrated HCl solution (0.1 mL), and the reaction mixture was refluxed for three days. When TLC (EtOAc:MeOH=10:1) showed that about 30% of the starting materials were consumed, the reaction mixture was concentrated, and the crude product was purified by column chromatography and prep... The reactants are C(C)(C)C=1N=C(SC1)C1=NC2=C(C(=CC=C2C(=C1)OC1CN2C(CCCCCC=CC3CC3(NC(C2C1)=O)C(=O)O)=O)OC)C (17-[2-(4-isopropylthiazol-2-yl)-7-methoxy-8-methylquinolin-4-yloxy]-2,14-dioxo-3,15-diazatricyclo[13.3.0.04,6]octadec-7-ene-4-carboxylic acid), C(C)(C)C=1N=C(SC1)C1=NC2=CC(=CC=C2C(=C1)OC1CN2C(CCCCCCC=CC3CC3(NC(C2C1)=O)C(=O)NS(=O)(=O)C1CC1)=O)OC (N-[[18-[2-[4-(isopropyl)thiazol-2-yl]-7-methoxyquinolin-4-yloxy]-2,15-dioxo-3,16-diazatricyclo[14.3.0.04,6]nonadec-7-en-4-yl]carbonyl](cyclopropyl)sulfonamide). Product: C(C)(C)C=1N=C(SC1)C1=NC2=CC(=CC=C2C(=C1)OC1CN2C(CCCCCC=CC3CC3(NC(C2C1)=O)C(=O)NS(=O)(=O)C1CC1)=O)OC (N-[17-[2-(4-isopropylthiazol-2-yl)-7-methoxyquinolin-4-yloxy]-2,14-dioxo-3,15-diazatricyclo[13.3.0.04,6]octadec-7-ene-4-carbonyl]-(cyclopropyl)sulfonamide). As a reaction SMILES: C(C1N=C(C2C=C(OC3CC4N(C(=O)CCCCCC=CC5C(C(O)=O)(NC4=O)C5)C3)C3C(=C(C)C(OC)=CC=3)N=2)SC=1)(C)C.[CH:46]([C:49]1[N:50]=[C:51]([C:54]2[CH:63]=[C:62]([O:64][CH:65]3[CH2:83][CH:82]4[N:67]([C:68](=[O:94])[CH2:69]C[CH2:71][CH2:72][CH2:73][CH2:74][CH:75]=[CH:76][CH:77]5[C:79]([C:85]([NH:87][S:88]([CH:91]6[CH2:93][CH2:92]6)(=[O:90])=[O:89])=[O:86])([NH:80][C:81]4=[O:84])[CH2:78]5)[CH2:66]3)[C:61]3[C:56](=[CH:57][C:58]([O:95][CH3:96])=[CH:59][CH:60]=3)[N:55]=2)[S:52][CH:53]=1)([CH3:48])[CH3:47]>>[CH:46]([C:49]1[N:50]=[C:51]([C:54]2[CH:63]=[C:62]([O:64][CH:65]3[CH2:83][CH:82]4[N:67]([C:68](=[O:94])[CH2:69][CH2:71][CH2:72][CH2:73][CH2:74][CH:75]=[CH:76][CH:77]5[C:79]([C:85]([NH:87][S:88]([CH:91]6[CH2:92][CH2:93]6)(=[O:90])=[O:89])=[O:86])([NH:80][C:81]4=[O:84])[CH2:78]5)[CH2:66]3)[C:61]3[C:56](=[CH:57][C:58]([O:95][CH3:96])=[CH:59][CH:60]=3)[N:55]=2)[S:52][CH:53]=1)([CH3:48])[CH3:47]. Reported procedure: The title compound was prepared from 17-[2-(4-isopropylthiazol-2-yl)-7-methoxy-8-methylquinolin-4-yloxy]-2,14-dioxo-3,15-diazatricyclo[13.3.0.04,6]octadec-7-ene-4-carboxylic acid (62) following the procedure reported for synthesis of N-[[18-[2-[4-(isopropyl)thiazol-2-yl]-7-methoxyquinolin-4-yloxy]-2,15-dioxo-3,16-diazatricyclo-[14.3.0.04,6]nonadec-7-en-4-yl]carbonyl](cyclopropyl)sulfonamide 11: m/z=722 (M+H)+. 1H NMR (CDCl3): 0.99-1.77 (m, 17H), 1.94 (dd, J=6.0 Hz, J=9.7 Hz, 1H), 2.12-2.26 (m, 2... Reactants: O=C(Nc1ccc([N+](=O)[O-])cc1Cl)c1ccccc1, CCOC(C)=O, N, Cl[Sn]Cl. The product is Nc1ccc(NC(=O)c2ccccc2)c(Cl)c1. As a reaction SMILES: [C:1]([c:2]1[cH:3][cH:4][cH:5][cH:6][cH:7]1)(=[O:8])[NH:9][c:10]1[c:11]([Cl:19])[cH:12][c:13]([N+:16]([O-:17])=[O:18])[cH:14][cH:15]1.[CH3:24][CH2:25][O:26][C:27](=[O:28])[CH3:29].[NH3:23].[Sn:20]([Cl:21])[Cl:22]>>[C:1]([c:2]1[cH:3][cH:4][cH:5][cH:6][cH:7]1)(=[O:8])[NH:9][c:10]1[c:11]([Cl:19])[cH:12][c:13]([NH2:16])[cH:14][cH:15]1. The reactants are [OH-].[K+] (potassium hydroxide), C(=S)=S (CS2), COC1=CC(=C(C=C1)N)N (4-methoxy-o-phenylene diamine). Run in C(C)O (ethanol), O (water), C(Cl)Cl (CH2Cl2). Reaction conditions: time 30 minute. Yields the product COC1=CC2=C(N=C(N2)S)C=C1 (5-methoxy-2-mercaptobenzimidazole). Isolated yield 49.8%. Reaction SMILES: [OH-].[K+].[C:3](=[S:5])=S.[CH3:6][O:7][C:8]1[CH:13]=[CH:12][C:11]([NH2:14])=[C:10]([NH2:15])[CH:9]=1>C(O)C.O.C(Cl)Cl>[CH3:6][O:7][C:8]1[CH:13]=[CH:12][C:11]2[N:14]=[C:3]([SH:5])[NH:15][C:10]=2[CH:9]=1 |f:0.1|. Procedure details: To potassium hydroxide (3.8 g, 0.067M) in ethanol (20 mL) and water (7 mL) was added 2.5 mL CS2 (3.09 g, 0.04M) (H2S trapped over clorox). The reaction mixture was stirred for 30 minutes at ambient temperature, cooled to 0° C., and 4-methoxy-o-phenylene diamine (5.23 g, 0.03M) was slowly added. This reaction mixture was then stirred at reflux for 4 hours, stirred at ambient temperature overnight (basic soln. with pH paper), evaporated in vacuo and diluted with CH2Cl2. Addition of water gave a pr... Yields the product CCCC(=O)NC(C)C(Oc1ccc2c(cnn2-c2ccc(F)cc2)c1)c1ccccc1. Reaction SMILES: [C:28]([CH2:29][CH2:30][CH3:31])(=[O:32])[Cl:33].[F:1][c:2]1[cH:3][cH:4][c:5](-[n:8]2[n:9][cH:10][c:11]3[cH:12][c:13]([O:17][CH:18]([CH:19]([CH3:20])[NH2:21])[c:22]4[cH:23][cH:24][cH:25][cH:26][cH:27]4)[cH:14][cH:15][c:16]23)[cH:6][cH:7]1>>[F:1][c:2]1[cH:3][cH:4][c:5](-[n:8]2[n:9][cH:10][c:11]3[cH:12][c:13]([O:17][CH:18]([CH:19]([CH3:20])[NH:21][C:28]([CH2:29][CH2:30][CH3:31])=[O:32])[c:22]4[cH:23][cH:24][cH:25][cH:26][cH:27]4)[cH:14][cH:15][c:16]23)[cH:6][cH:7]1. Starting materials: CCCC(=O)Cl, CC(N)C(Oc1ccc2c(cnn2-c2ccc(F)cc2)c1)c1ccccc1.